Dataset: the Open Reaction Database (ORD), a public repository of structured organic reaction records. Task: describe an organic reaction: reactants, conditions, products, and yield Starting materials: C(C1=CC=CC=C1)C=1C=NC2=C(C=CC=C2C1Br)C(F)(F)F (3-benzyl-4-bromo-8-(trifluoromethyl)quinoline), COC=1C=C(C=CC1)CC#N ((3-methoxyphenyl)acetonitrile), [H-].[Na+] (NaH). The solvent is C1CCOC1 (THF), O (water). Conditions: temperature 50 celsius, time 0.5 hour. Product: C(C1=CC=CC=C1)C=1C=NC2=C(C=CC=C2C1C(C#N)C1=CC(=CC=C1)OC)C(F)(F)F ([3-benzyl-8-(trifluoromethyl)quinolin-4-yl](3-methoxyphenyl)acetonitrile), solid. Isolated yield 44.0%. Reaction SMILES: [CH2:1]([C:8]1[CH:9]=[N:10][C:11]2[C:16]([C:17]=1Br)=[CH:15][CH:14]=[CH:13][C:12]=2[C:19]([F:22])([F:21])[F:20])[C:2]1[CH:7]=[CH:6][CH:5]=[CH:4][CH:3]=1.[CH3:23][O:24][C:25]1[CH:26]=[C:27]([CH2:31][C:32]#[N:33])[CH:28]=[CH:29][CH:30]=1.[H-].[Na+]>C1COCC1.O>[CH2:1]([C:8]1[CH:9]=[N:10][C:11]2[C:16]([C:17]=1[CH:31]([C:27]1[CH:28]=[CH:29][CH:30]=[C:25]([O:24][CH3:23])[CH:26]=1)[C:32]#[N:33])=[CH:15][CH:14]=[CH:13][C:12]=2[C:19]([F:22])([F:21])[F:20])[C:2]1[CH:7]=[CH:6][CH:5]=[CH:4][CH:3]=1 |f:2.3|. Procedure details: A stirred mixture of 3-benzyl-4-bromo-8-(trifluoromethyl)quinoline (10.0 g, 27.31 mmol) and (3-methoxyphenyl)acetonitrile (5.57 mL, 40.96 mmol) in THF (100 mL) is treated with NaH (1.64 g, 41.0 mmol, 60% dispersion in oil). After 0.5 h at ambient temperature, the reaction is heated at 50° C. for 2 h. The cooled reaction is diluted with water, extracted with ethyl acetate, and the combined extracts are dried (MgSO4) and concentrated. The residue is purified via column chromatography using 10:90 e... Starting materials: CC(C)(C)ON=O, N#Cc1nn(-c2c(Cl)cc(C(F)(F)F)cc2Cl)c(N)c1-c1ccco1, C1CCOC1. The product is N#Cc1nn(-c2c(Cl)cc(C(F)(F)F)cc2Cl)cc1-c1ccco1. As a reaction SMILES: [N:26]([O:27][C:28]([CH3:29])([CH3:30])[CH3:31])=[O:32].[NH2:1][c:2]1[c:3](-[c:21]2[o:22][cH:23][cH:24][cH:25]2)[c:4]([C:19]#[N:20])[n:5][n:6]1-[c:7]1[c:8]([Cl:18])[cH:9][c:10]([C:14]([F:15])([F:16])[F:17])[cH:11][c:12]1[Cl:13].[O:33]1[CH2:34][CH2:35][CH2:36][CH2:37]1>>[cH:2]1[c:3](-[c:21]2[o:22][cH:23][cH:24][cH:25]2)[c:4]([C:19]#[N:20])[n:5][n:6]1-[c:7]1[c:8]([Cl:18])[cH:9][c:10]([C:14]([F:15])([F:16])[F:17])[cH:11][c:12]1[Cl:13].